From a dataset of the Open Reaction Database (ORD), a public repository of structured organic reaction records. describe an organic reaction: reactants, conditions, products, and yield Reactants: CN, O=C(Cl)N1CC(Oc2ccc(Cl)c(Cl)c2)C1, C1CCOC1, O. Yields the product CNC(=O)N1CC(Oc2ccc(Cl)c(Cl)c2)C1. Reaction SMILES: [CH3:17][NH2:18].[Cl:1][c:2]1[cH:3][c:4]([O:5][CH:6]2[CH2:7][N:8]([C:10](=[O:11])[Cl:12])[CH2:9]2)[cH:13][cH:14][c:15]1[Cl:16].[O:19]1[CH2:20][CH2:21][CH2:22][CH2:23]1.[OH2:24]>>[Cl:1][c:2]1[cH:3][c:4]([O:5][CH:6]2[CH2:7][N:8]([C:10](=[O:11])[NH:18][CH3:17])[CH2:9]2)[cH:13][cH:14][c:15]1[Cl:16]. Reactants: Cl (hydrochloric acid), Cl (hydrogen chloride), O (water), [N+](=O)([O-])C1=C2C(C=CC(C2=CC=C1)=NO)=O (5-nitro-1,4-naphthoquinone-1-oxime). Reagents/catalysts: O.O.O.O.[Fe](Cl)Cl (iron (II) chloride tetrahydrate). Conditions: temperature 40 celsius, time 2 hour. Yields the product [N+](=O)([O-])C1=C2C(C=CC(C2=CC=C1)=O)=O (5-Nitro-1,4-naphthoquinone). As a reaction SMILES: Cl.[N+:2]([C:5]1[CH:14]=[CH:13][CH:12]=[C:11]2[C:6]=1[C:7](=[O:17])[CH:8]=[CH:9][C:10]2=NO)([O-:4])=[O:3].[OH2:18]>O.O.O.O.[Fe](Cl)Cl>[N+:2]([C:5]1[CH:14]=[CH:13][CH:12]=[C:11]2[C:6]=1[C:7](=[O:17])[CH:8]=[CH:9][C:10]2=[O:18])([O-:4])=[O:3] |f:3.4.5.6.7|. Procedure details: 120 ml of 37 percent by weight aqueous hydrochloric acid and 42 g (0.21 mol) of iron (II) chloride tetrahydrate are introduced into a reaction vessel and saturated with approximately 8 g of gaseous hydrogen chloride. 11 g of 5-nitro-1,4-naphthoquinone-1-oxime are introduced at a temperature of about 20° to 25°C. The reaction mixture is kept at the temperature indicated with stirring and, after 2 hours, is poured into 1,000 ml of water heated to approximately 40°C. followed by stirring for 30 min... Reactants: C1CCOC1, CC(C)c1nc(-c2ccc(F)c(NS(=O)(=O)c3cc(F)ccc3F)c2)c(-c2ccnc(Cl)n2)s1, NC1CCOCC1. The product is CC(C)c1nc(-c2ccc(F)c(NS(=O)(=O)c3cc(F)ccc3F)c2)c(-c2ccnc(NC3CCOCC3)n2)s1. RXN SMILES: [CH2:42]1[O:43][CH2:44][CH2:45][CH2:46]1.[Cl:1][c:2]1[n:3][cH:4][cH:5][c:6](-[c:8]2[c:9](-[c:16]3[cH:17][cH:18][c:19]([F:34])[c:20]([NH:22][S:23](=[O:24])(=[O:25])[c:26]4[c:27]([F:33])[cH:28][cH:29][c:30]([F:32])[cH:31]4)[cH:21]3)[n:10][c:11]([CH:13]([CH3:14])[CH3:15])[s:12]2)[n:7]1.[O:35]1[CH2:36][CH2:37][CH:38]([NH2:41])[CH2:39][CH2:40]1>>[c:2]1([NH:41][CH:38]2[CH2:37][CH2:36][O:35][CH2:40][CH2:39]2)[n:3][cH:4][cH:5][c:6](-[c:8]2[c:9](-[c:16]3[cH:17][cH:18][c:19]([F:34])[c:20]([NH:22][S:23](=[O:24])(=[O:25])[c:26]4[c:27]([F:33])[cH:28][cH:29][c:30]([F:32])[cH:31]4)[cH:21]3)[n:10][c:11]([CH:13]([CH3:14])[CH3:15])[s:12]2)[n:7]1. Starting materials: CNN, CO, O=c1c(Cl)c(Cl)cnn1-c1ccccc1, O. Yields the product CN(N)c1cnn(-c2ccccc2)c(=O)c1Cl. As a reaction SMILES: [CH3:16][NH:17][NH2:18].[CH3:20][OH:21].[Cl:1][c:2]1[c:3](=[O:15])[n:4](-[c:9]2[cH:10][cH:11][cH:12][cH:13][cH:14]2)[n:5][cH:6][c:7]1[Cl:8].[OH2:19]>>[Cl:1][c:2]1[c:3](=[O:15])[n:4](-[c:9]2[cH:10][cH:11][cH:12][cH:13][cH:14]2)[n:5][cH:6][c:7]1[N:17]([CH3:16])[NH2:18]. Starting materials: FC=1C(=C(C(=O)O)C(=CC1)N1N=CC=N1)C (3-fluoro-2-methyl-6-(2H-1,2,3-triazol-2-yl)benzoic acid), C[C@H]1[C@H](NCCC1)CN1C(C2=CC=CC=C2C1=O)=O (2-(((2S,3R)-3-methylpiperidin-2-yl)methyl)isoindoline-1,3-dione), ClC1=NC=C(C=C1)C(F)(F)F (2-chloro-5-(trifluoromethyl)pyridine). Product: FC=1C(=C(C(=CC1)N1N=CC=N1)C(=O)N1[C@@H]([C@@H](CCC1)C)CNC1=NC=C(C=C1)C(F)(F)F)C ((3-Fluoro-2-methyl-6-(2H-1,2,3-triazol-2-yl)phenyl)((2S,3R)-3-methyl-2-(((5-(trifluoromethyl)pyridin-2-yl)amino)methyl)piperidin-1-yl)methanone). As a reaction SMILES: [F:1][C:2]1[C:3]([CH3:16])=[C:4]([C:8]([N:11]2[N:15]=[CH:14][CH:13]=[N:12]2)=[CH:9][CH:10]=1)[C:5]([OH:7])=O.[CH3:17][C@@H:18]1[CH2:23][CH2:22][CH2:21][NH:20][C@@H:19]1[CH2:24][N:25]1C(=O)C2C(=CC=CC=2)C1=O.Cl[C:37]1[CH:42]=[CH:41][C:40]([C:43]([F:46])([F:45])[F:44])=[CH:39][N:38]=1>>[F:1][C:2]1[C:3]([CH3:16])=[C:4]([C:5]([N:20]2[CH2:21][CH2:22][CH2:23][C@@H:18]([CH3:17])[C@H:19]2[CH2:24][NH:25][C:37]2[CH:42]=[CH:41][C:40]([C:43]([F:46])([F:45])[F:44])=[CH:39][N:38]=2)=[O:7])[C:8]([N:11]2[N:15]=[CH:14][CH:13]=[N:12]2)=[CH:9][CH:10]=1. Procedure: The title compound was prepared following the same general protocol as described in Example A318, using 3-fluoro-2-methyl-6-(2H-1,2,3-triazol-2-yl)benzoic acid, 2-(((2S,3R)-3-methylpiperidin-2-yl)methyl)isoindoline-1,3-dione and 2-chloro-5-(trifluoromethyl)pyridine. ESI-MS (m/z): 477 (M+H). The reactants are ClC1=C(N=C(N=N1)N)C1=CC=CC=C1 (6-chloro-5-phenyl-1,2,4-triazin-3-amine), C(=O)([O-])[O-].[K+].[K+] (K2CO3), Cl.FC1(CCNCC1)F (4,4-difluoropiperidine hydrochloride). Product: FC1(CCN(CC1)C1=C(N=C(N=N1)N)C1=CC=CC=C1)F (6-(4,4-Difluoropiperidin-1-yl)-5-phenyl-1,2,4-triazin-3-amine). The yield is 13.9%. Reaction SMILES: Cl[C:2]1[N:7]=[N:6][C:5]([NH2:8])=[N:4][C:3]=1[C:9]1[CH:14]=[CH:13][CH:12]=[CH:11][CH:10]=1.C([O-])([O-])=O.[K+].[K+].Cl.[F:22][C:23]1([F:29])[CH2:28][CH2:27][NH:26][CH2:25][CH2:24]1>>[F:22][C:23]1([F:29])[CH2:28][CH2:27][N:26]([C:2]2[N:7]=[N:6][C:5]([NH2:8])=[N:4][C:3]=2[C:9]2[CH:14]=[CH:13][CH:12]=[CH:11][CH:10]=2)[CH2:25][CH2:24]1 |f:1.2.3,4.5|. Procedure details: 6-(4,4-Difluoropiperidin-1-yl)-5-phenyl-1,2,4-triazin-3-amine (39 mg, 14%) was prepared from 6-chloro-5-phenyl-1,2,4-triazin-3-amine (0.20 g, 0.96 mmol), K2CO3 (0.23 g, 1.67 mmol) and 4,4-difluoropiperidine hydrochloride (0.22 g, 1.45 mmol) according to the general procedure of Example 2.